This data is from the Open Reaction Database (ORD), a public repository of structured organic reaction records. The task is: describe an organic reaction: reactants, conditions, products, and yield Starting materials: FC1=C(C=CC=C1)S(=O)(=O)NC1=C(C=2C(=CCCC2C=C1)C)C(=O)OC (methyl 2-{[(2-fluorophenyl)sulfonyl]amino}-8-methyl-5,6-dihydro-1-naphthalenecarboxylate). The reagents and catalysts are [Pd] (palladium on charcoal). The solvent is C(C)(=O)OCC (ethyl acetate). Product: FC1=C(C=CC=C1)S(=O)(=O)NC1=C(C=2C(CCCC2C=C1)C)C(=O)OC (methyl 2-{[(2-fluorophenyl)sulfonyl]amino}-8-methyl-5,6,7,8-tetrahydro-1-naphthalenecarboxylate). Isolated yield 94.4%. RXN SMILES: [F:1][C:2]1[CH:7]=[CH:6][CH:5]=[CH:4][C:3]=1[S:8]([NH:11][C:12]1[CH:21]=[CH:20][C:19]2[CH2:18][CH2:17][CH:16]=[C:15]([CH3:22])[C:14]=2[C:13]=1[C:23]([O:25][CH3:26])=[O:24])(=[O:10])=[O:9]>C(OCC)(=O)C.[Pd]>[F:1][C:2]1[CH:7]=[CH:6][CH:5]=[CH:4][C:3]=1[S:8]([NH:11][C:12]1[CH:21]=[CH:20][C:19]2[CH2:18][CH2:17][CH2:16][CH:15]([CH3:22])[C:14]=2[C:13]=1[C:23]([O:25][CH3:26])=[O:24])(=[O:10])=[O:9]. Procedure details: A solution of Example 275E (1.58 g) in 100 mL of ethyl acetate was hydrogenated under 60 psi pressure for 16 hours in the presence of 475 mg of 10% palladium on charcoal. The mixture was filtered, concentrated, treated with diethyl ether, and filtered. The filter cake was washed with diethyl ether to provide 1.5 g of the desired product as a mixture of R and S isomers. MS (ESI(+)) m/e 395 (M+NH4)+; MS (ESI(−)) m/e 376 (M−H)−; 1H NMR (300 MHz, DMSO-d6) δ 9.91 (s, 1H), 7.61-7.71 (m, 2H), 7.40-7.46... The reactants are C(C)(=O)N1CCC(=CC1)C1=C(C=C(C(=C1)F)C(=O)O)F (1-acetyl-4-(4-carboxy-2,5-difluorophenyl)-1,2,3,6-tetrahydropyridine). Reagents/catalysts: [Pd] (Pd). Solvent: C(C)(=O)O (acetic acid). The product is C(C)(=O)N1CCC(CC1)C1=C(C=C(C(=C1)F)C(=O)O)F (1-Acetyl-4-(4-carboxy-2,5-difluorophenyl)-piperidine). Reaction SMILES: [C:1]([N:4]1[CH2:9][CH:8]=[C:7]([C:10]2[CH:15]=[C:14]([F:16])[C:13]([C:17]([OH:19])=[O:18])=[CH:12][C:11]=2[F:20])[CH2:6][CH2:5]1)(=[O:3])[CH3:2]>C(O)(=O)C.[Pd]>[C:1]([N:4]1[CH2:5][CH2:6][CH:7]([C:10]2[CH:15]=[C:14]([F:16])[C:13]([C:17]([OH:19])=[O:18])=[CH:12][C:11]=2[F:20])[CH2:8][CH2:9]1)(=[O:3])[CH3:2]. Procedure details: A solution of 0.84 g (3 mmol) of 1-acetyl-4-(4-carboxy-2,5-difluorophenyl)-1,2,3,6-tetrahydropyridine in 250 ml of acetic acid with 0.5 g of 10% Pd/c catalyst was hydrogenated at 50 psi. The title compound was isolated after filtration of the catalyst, evaporation and crystallization from acetic acid-water, mp 206°-207° C.